From a dataset of the Open Reaction Database (ORD), a public repository of structured organic reaction records. describe an organic reaction: reactants, conditions, products, and yield Starting materials: FC1=C(C=CC=C1)C=1C2=C(NC(N1)=O)SC(=C2)C (4-(o-fluorophenyl)-6-methyl-1,2-dihydrothieno[2,3-d]pyrimidin-2-one), [H-].[Na+] (sodium hydride), CI (methyl iodide), O (water). Solvent: CN(C=O)C (dimethylformamide), CN(C=O)C (dimethylformamide). Run at temperature 50 celsius, time 1 hour. The product is CN1C(N=C(C2=C1SC(=C2)C)C2=C(C=CC=C2)F)=O (1-methyl-4-(o-fluorophenyl)-6-methyl-1,2-dihydrothieno[2,3-d]pyrimidin-2-one). RXN SMILES: [F:1][C:2]1[CH:7]=[CH:6][CH:5]=[CH:4][C:3]=1[C:8]1[C:9]2[CH:17]=[C:16]([CH3:18])[S:15][C:10]=2[NH:11][C:12](=[O:14])[N:13]=1.[H-].[Na+].[CH3:21]I.O>CN(C)C=O>[CH3:21][N:11]1[C:10]2[S:15][C:16]([CH3:18])=[CH:17][C:9]=2[C:8]([C:3]2[CH:4]=[CH:5][CH:6]=[CH:7][C:2]=2[F:1])=[N:13][C:12]1=[O:14] |f:1.2|. Procedure details: To a solution of 12.4 g of 4-(o-fluorophenyl)-6-methyl-1,2-dihydrothieno[2,3-d]pyrimidin-2-one in 248 ml of dimethylformamide is added 2.58 g of 67% sodium hydride. After stirring at 50°C for 1 hour and cooling to room temperature, 20.45 g of methyl iodide in 61.4 ml of dimethylformamide is added dropwise thereto. The mixture is stirred at room temperature for 1 hour, then poured into water and extracted with chloroform. The chloroform extracts are washed with water, dried over sodium sulfate, a...